Dataset: the Open Reaction Database (ORD), a public repository of structured organic reaction records. Task: describe an organic reaction: reactants, conditions, products, and yield The reactants are solution, BrCCCC1(OCCO1)C (2-(3-bromopropyl)-2-methyl-1,3-dioxolane), II (iodine), [Mg] (magnesium), ClC=1C=C(C=CC1Cl)C1(CCC1)C#N (1-(3,4-Dichlorophenyl)cyclobutanecarbonitrile), ice water, [BH4-].[Na+] (sodium borohydride). Solvent: CC(C)O (Propan-2-ol), O1CCCC1 (tetrahydrofuran), O1CCCC1 (tetrahydrofuran), O1CCCC1 (tetrahydrofuran), CC(C)O (propan-2-ol). Run at time 16 hour. The product is ClC=1C=C(C=CC1Cl)C1(CCC1)C(CCCC1(OCCO1)C)N (1 -[1-(3,4-dichlorophenyl)cyclobutyl]-4-(2-methyl-1,3-dioxolan-2-yl)butylamine). RXN SMILES: Br[CH2:2][CH2:3][CH2:4][C:5]1([CH3:10])[O:9][CH2:8][CH2:7][O:6]1.II.[Mg].[Cl:14][C:15]1[CH:16]=[C:17]([C:22]2([C:26]#[N:27])[CH2:25][CH2:24][CH2:23]2)[CH:18]=[CH:19][C:20]=1[Cl:21].[BH4-].[Na+]>O1CCCC1.CC(O)C>[Cl:14][C:15]1[CH:16]=[C:17]([C:22]2([CH:26]([NH2:27])[CH2:2][CH2:3][CH2:4][C:5]3([CH3:10])[O:9][CH2:8][CH2:7][O:6]3)[CH2:25][CH2:24][CH2:23]2)[CH:18]=[CH:19][C:20]=1[Cl:21] |f:4.5|. Procedure: A portion (10 ml) of a solution of 2-(3-bromopropyl)-2-methyl-1,3-dioxolane (27.5 g) in dry tetrahydrofuran (70 ml) and an iodine crystal were added to a mixture of magnesium (3.5 g) and tetrahydrofuran (10 ml). The mixture was heated under reflux and a further portion (10 ml) added. When the reaction had been initiated the remaining solution was added over 40 minutes and reflux was maintained. 1-(3,4-Dichlorophenyl)cyclobutanecarbonitrile (18 g) and then dry tetrahydrofuran (10 ml) were added a... The reactants are NC1=CC=C2C(=N1)C(=CN2)C2CCN(CC2)C (5-amino-3-(1-methylpiperidin-4-yl)pyrrolo[3,2-b]pyridine), C(C)(C)(C)C1=CC=C(C(=O)Cl)C=C1 (4-tert-butylbenzoyl chloride). The product is C(C)(C)(C)C1=CC=C(C(=O)NC2=CC=C3C(=N2)C(=CN3)C3CCN(CC3)C)C=C1 (5-(N-[4-tert-butylbenzoyl]amino)-3-(1-methylpiperidin-4-yl)pyrrolo[3,2-b]pyridine). Isolated yield 75.7%. As a reaction SMILES: [NH2:1][C:2]1[N:7]=[C:6]2[C:8]([CH:11]3[CH2:16][CH2:15][N:14]([CH3:17])[CH2:13][CH2:12]3)=[CH:9][NH:10][C:5]2=[CH:4][CH:3]=1.[C:18]([C:22]1[CH:30]=[CH:29][C:25]([C:26](Cl)=[O:27])=[CH:24][CH:23]=1)([CH3:21])([CH3:20])[CH3:19]>>[C:18]([C:22]1[CH:23]=[CH:24][C:25]([C:26]([NH:1][C:2]2[N:7]=[C:6]3[C:8]([CH:11]4[CH2:16][CH2:15][N:14]([CH3:17])[CH2:13][CH2:12]4)=[CH:9][NH:10][C:5]3=[CH:4][CH:3]=2)=[O:27])=[CH:29][CH:30]=1)([CH3:21])([CH3:19])[CH3:20]. Procedure details: Beginning with 0.010 gm (0.044 mMol) 5-amino-3-(1-methylpiperidin-4-yl)pyrrolo[3,2-b]pyridine and 0.011 mL (0.057 mMol) 4-tert-butylbenzoyl chloride, 0.013 gm (76%) of the title compound were prepared essentially by the procedure described in Example 7. Starting materials: O1CCCC1 (tetrahydrofuran), C1(CCCCC1)C1=NN(C=2N=C(NC(C21)=O)C2=C(C=C(C=C2)NC(N(C)CCO)=O)OC)C (N′-[4-(3-cyclohexyl-1-methyl-4-oxo-4,5-dihydro-1H-pyrazolo[3,4-d]pyrimidin-6-yl)-3-methoxyphenyl]-N-(2-hydroxyethyl)-N-methylurea), N(=NC(=O)N(C)C)C(=O)N(C)C (1,1′-azobis(N,N-dimethylformamide)), n-tributylphosphine. Solvent: O (water). Run at time 20 hour. Product: C1(CCCCC1)C1=NN(C=2N=C(NC(C21)=O)C2=C(C=C(C=C2)N2C(N(CC2)C)=O)OC)C (3-Cyclohexyl-6-[2-methoxy-4-(3-methyl-2-oxo-1-imidazolidinyl)phenyl]-1-methyl-1,5-dihydro-4H-pyrazolo[3,4-d]pyrimidin-4-one). Isolated yield 65.6%. Reaction SMILES: O1CCCC1.[CH:6]1([C:12]2[C:20]3[C:19](=[O:21])[NH:18][C:17]([C:22]4[CH:27]=[CH:26][C:25]([NH:28][C:29](=[O:35])[N:30]([CH2:32][CH2:33]O)[CH3:31])=[CH:24][C:23]=4[O:36][CH3:37])=[N:16][C:15]=3[N:14]([CH3:38])[N:13]=2)[CH2:11][CH2:10][CH2:9][CH2:8][CH2:7]1.N(C(N(C)C)=O)=NC(N(C)C)=O>O>[CH:6]1([C:12]2[C:20]3[C:19](=[O:21])[NH:18][C:17]([C:22]4[CH:27]=[CH:26][C:25]([N:28]5[CH2:33][CH2:32][N:30]([CH3:31])[C:29]5=[O:35])=[CH:24][C:23]=4[O:36][CH3:37])=[N:16][C:15]=3[N:14]([CH3:38])[N:13]=2)[CH2:7][CH2:8][CH2:9][CH2:10][CH2:11]1. Procedure details: To a 3 ml tetrahydrofuran suspension of 114 mg (0.25 mmol) of the compound obtained in Example 151, 52 mg (0.30 mmol) of 1,1′-azobis(N,N-dimethylformamide) and 75 μl (0.30 mmol) of n-tributylphosphine were added, and the mixture was stirred at room temperature for 20 hours. Then, water was added to the reaction mixture, and the mixture was extracted with ethyl acetate. The organic layer was washed with water and a saturated aqueous solution of sodium chloride. After the washed layer was dried ov...